Task: describe an organic reaction: reactants, conditions, products, and yield. Dataset: the Open Reaction Database (ORD), a public repository of structured organic reaction records Starting materials: COC(C1=CC(=C(C=C1C(C1=CC(=NC=C1)Br)=O)OC)OC)OC (3,4-Dimethoxy-6-(2-bromoisonicotinoyl)benzaldehyde dimethyl acetal), Cl (hydrochloric acid), CC(=O)C (acetone). Run in O (water). Run at time 2 hour. The product is COC=1C=C(C=O)C(=CC1OC)C(C1=CC(=NC=C1)Br)=O (3,4-dimethoxy-6-(2-bromoisonicotinoyl)benzaldehyde). Yield: 70.4%. As a reaction SMILES: C[O:2][CH:3](OC)[C:4]1[C:9]([C:10](=[O:18])[C:11]2[CH:16]=[CH:15][N:14]=[C:13]([Br:17])[CH:12]=2)=[CH:8][C:7]([O:19][CH3:20])=[C:6]([O:21][CH3:22])[CH:5]=1.Cl.CC(C)=O>O>[CH3:22][O:21][C:6]1[CH:5]=[C:4]([C:9]([C:10](=[O:18])[C:11]2[CH:16]=[CH:15][N:14]=[C:13]([Br:17])[CH:12]=2)=[CH:8][C:7]=1[O:19][CH3:20])[CH:3]=[O:2]. Procedure: 3,4-Dimethoxy-6-(2-bromoisonicotinoyl)benzaldehyde dimethyl acetal (13.9 g) and 2 M hydrochloric acid (1 ml) are added to a mixture of acetone (30 ml) and water (5 ml), and the mixture is stirred at room temperature for two hours. The mixture is evaporated to remove the acetone, and the remaining aqueous layer is extracted with chloroform. The extract is washed, dried, and concentrated. The residue is purified by silica gel column chromatography (solvent; chloroform:ethyl acetate=4:1) to give 3,...